From a dataset of the Open Reaction Database (ORD), a public repository of structured organic reaction records. describe an organic reaction: reactants, conditions, products, and yield Starting materials: Br, COc1cccc2ncc(NC(=O)OC(C)(C)C)cc12, ClCCl, O=N[O-], [Na+], O. Product: COc1cccc2ncc(Br)cc12. Reaction SMILES: [BrH:28].[C:1]([O:2][C:3]([NH:4][c:9]1[cH:10][n:11][c:12]2[cH:13][cH:14][cH:15][c:16]([O:19][CH3:20])[c:17]2[cH:18]1)=[O:5])([CH3:6])([CH3:7])[CH3:8].[Cl:25][CH2:26][Cl:27].[N:21]([O-:22])=[O:23].[Na+:24].[OH2:29]>>[c:9]1([Br:28])[cH:10][n:11][c:12]2[cH:13][cH:14][cH:15][c:16]([O:19][CH3:20])[c:17]2[cH:18]1. Reactants: [Si](C1=CC=CC=C1)(C1=CC=CC=C1)(C(C)(C)C)OCC=1C(=C(C2=C(C(=NO2)C(=O)OCC)C1)F)N1C[C@H](O[C@H](C1)C)C (Ethyl 5-((tert-butyldiphenylsilyloxy)methyl)-6-((2R,6S)-2,6-dimethylmorpholino)-7-fluorobenzo[d]isoxazole-3-carboxylate), [Si](C1=CC=CC=C1)(C1=CC=CC=C1)(C(C)(C)C)OCC=1C(=C(C2=C(C(=NO2)C(=O)OCC)C1)F)N1C[C@H](O[C@H](C1)C)C (Ethyl 5-((tert-butyldiphenylsilyloxy)methyl)-6-((2R,6S)-2,6-dimethylmorpholino)-7-fluorobenzo[d]isoxazole-3-carboxylate), FC(CN)F (2,2-difluoroethanamine). Product: FC(CNC(=O)C1=NOC2=C1C=C(C(=C2F)N2C[C@H](O[C@H](C2)C)C)CO)F (N-(2,2-difluoroethyl)-6-((2R,6S)-2,6-dimethylmorpholino)-7-fluoro-5-(hydroxymethyl)benzo[d]isoxazole-3-carboxamide). As a reaction SMILES: [Si]([O:18][CH2:19][C:20]1[C:21]([N:35]2[CH2:40][C@H:39]([CH3:41])[O:38][C@H:37]([CH3:42])[CH2:36]2)=[C:22]([F:34])[C:23]2[O:27][N:26]=[C:25]([C:28]([O:30]CC)=O)[C:24]=2[CH:33]=1)(C(C)(C)C)(C1C=CC=CC=1)C1C=CC=CC=1.[F:43][CH:44]([F:47])[CH2:45][NH2:46]>>[F:43][CH:44]([F:47])[CH2:45][NH:46][C:28]([C:25]1[C:24]2[CH:33]=[C:20]([CH2:19][OH:18])[C:21]([N:35]3[CH2:36][C@H:37]([CH3:42])[O:38][C@H:39]([CH3:41])[CH2:40]3)=[C:22]([F:34])[C:23]=2[O:27][N:26]=1)=[O:30]. Procedure details: Starting materials: ethyl 5-((tert-butyldiphenylsilyloxy)methyl)-6-((2R,6S)-2,6-dimethylmorpholino)-7-fluorobenzo[d]isoxazole-3-carboxylate (Intermediate 204) and 2,2-difluoroethanamine The reactants are Br, Br, COc1c(C)cc(C)cc1C(=O)C1CCCCC1, CC(=O)O, O. Yields the product COc1c(C)cc(C)cc1C(=O)C1(Br)CCCCC1. As a reaction SMILES: [Br:20].[BrH:19].[CH3:1][c:2]1[c:3]([O:17][CH3:18])[c:4]([C:9](=[O:10])[CH:11]2[CH2:12][CH2:13][CH2:14][CH2:15][CH2:16]2)[cH:5][c:6]([CH3:8])[cH:7]1.[CH3:22][C:23](=[O:24])[OH:25].[OH2:21]>>[CH3:1][c:2]1[c:3]([O:17][CH3:18])[c:4]([C:9](=[O:10])[C:11]2([Br:19])[CH2:12][CH2:13][CH2:14][CH2:15][CH2:16]2)[cH:5][c:6]([CH3:8])[cH:7]1. Reported procedure: In 100 ml. of ethanol was dissolved 2 g. of 6-dimethylamino-3,4-dihydro-1(2H)-naphthalenone hydrochloride, 4 g. of 1-benzhydrylpiperazine hydrochloride and 4 g. of a 37% aqueous solution of formalin and the reaction was carried out at room temperature for 2 hours. The reaction mixture was diluted with 500 ml. of water, neutralized with sodium hydrogen carbonate and extracted with chloroform. The chloroform extract was dried and distilled under reduced pressure to remove the solvent, whereupon 2-... RXN SMILES: Cl.[CH3:2][N:3]([CH3:15])[C:4]1[CH:5]=[C:6]2[C:11](=[CH:12][CH:13]=1)[C:10](=[O:14])[CH2:9][CH2:8][CH2:7]2.Cl.[CH:17]([N:30]1[CH2:35][CH2:34][NH:33][CH2:32][CH2:31]1)([C:24]1[CH:29]=[CH:28][CH:27]=[CH:26][CH:25]=1)[C:18]1[CH:23]=[CH:22][CH:21]=[CH:20][CH:19]=1.C=O.[C:38](=O)([O-])O.[Na+]>O.C(O)C>[CH:17]([N:30]1[CH2:35][CH2:34][N:33]([CH2:38][CH:9]2[CH2:8][CH2:7][C:6]3[C:11](=[CH:12][CH:13]=[C:4]([N:3]([CH3:15])[CH3:2])[CH:5]=3)[C:10]2=[O:14])[CH2:32][CH2:31]1)([C:24]1[CH:29]=[CH:28][CH:27]=[CH:26][CH:25]=1)[C:18]1[CH:23]=[CH:22][CH:21]=[CH:20][CH:19]=1 |f:0.1,2.3,5.6|. Run in C(C)O (ethanol), O (water). Product: C(C1=CC=CC=C1)(C1=CC=CC=C1)N1CCN(CC1)CC1C(C2=CC=C(C=C2CC1)N(C)C)=O (2-[(4-benzhydryl-1-piperazinyl)methyl]-6-dimethylamino-3,4-dihydro-1(2H)-naphthalenone). The reactants are Cl.CN(C=1C=C2CCCC(C2=CC1)=O)C (6-dimethylamino-3,4-dihydro-1(2H)-naphthalenone hydrochloride), C(O)([O-])=O.[Na+] (sodium hydrogen carbonate), Cl.C(C1=CC=CC=C1)(C1=CC=CC=C1)N1CCNCC1 (1-benzhydrylpiperazine hydrochloride), aqueous solution, C=O (formalin).